From a dataset of the Open Reaction Database (ORD), a public repository of structured organic reaction records. describe an organic reaction: reactants, conditions, products, and yield Reactants: O=C([O-])[O-], CC1CNCCN1c1nnc(-c2ccccc2)c2ccncc12, O=C(Oc1ccc([N+](=O)[O-])cc1)N1CCC(F)(F)CC1, [K+], [K+]. Yields the product CC1CN(C(=O)N2CCC(F)(F)CC2)CCN1c1nnc(-c2ccccc2)c2ccncc12. As a reaction SMILES: [C:44](=[O:45])([O-:46])[O-:47].[CH3:1][CH:2]1[N:3]([c:8]2[n:9][n:10][c:11](-[c:18]3[cH:19][cH:20][cH:21][cH:22][cH:23]3)[c:12]3[c:13]2[cH:14][n:15][cH:16][cH:17]3)[CH2:4][CH2:5][NH:6][CH2:7]1.[F:24][C:25]1([F:43])[CH2:26][CH2:27][N:28]([C:31](=[O:32])[O:33][c:34]2[cH:35][cH:36][c:37]([N+:38]([O-:39])=[O:40])[cH:41][cH:42]2)[CH2:29][CH2:30]1.[K+:48].[K+:49]>>[CH3:1][CH:2]1[N:3]([c:8]2[n:9][n:10][c:11](-[c:18]3[cH:19][cH:20][cH:21][cH:22][cH:23]3)[c:12]3[c:13]2[cH:14][n:15][cH:16][cH:17]3)[CH2:4][CH2:5][N:6]([C:31]([N:28]2[CH2:27][CH2:26][C:25]([F:24])([F:43])[CH2:30][CH2:29]2)=[O:32])[CH2:7]1. The reactants are CN(C1=CC=C(C=C1)C1=NC2=CC=CC=C2C(=N1)C(=O)O)C (2-(4-(dimethylamino)phenyl)quinazoline-4-carboxylic acid), Cl.COC1=C2CCNCC2=CC=C1OC (5,6-dimethoxy-1,2,3,4-tetrahydroisoquinoline hydrochloride). Yields the product CN(C1=CC=C(C=C1)C1=NC2=CC=CC=C2C(=N1)C(=O)N1CC2=CC=C(C(=C2CC1)OC)OC)C (2-[[2-(4-(dimethylamino)phenyl)quinazolin-4-yl]carbonyl]-5,6-dimethoxy-1,2,3,4-tetrahydroisoquinoline). Yield: 11.0%. RXN SMILES: [CH3:1][N:2]([CH3:22])[C:3]1[CH:8]=[CH:7][C:6]([C:9]2[N:18]=[C:17]([C:19]([OH:21])=O)[C:16]3[C:11](=[CH:12][CH:13]=[CH:14][CH:15]=3)[N:10]=2)=[CH:5][CH:4]=1.Cl.[CH3:24][O:25][C:26]1[C:35]([O:36][CH3:37])=[CH:34][CH:33]=[C:32]2[C:27]=1[CH2:28][CH2:29][NH:30][CH2:31]2>>[CH3:1][N:2]([CH3:22])[C:3]1[CH:8]=[CH:7][C:6]([C:9]2[N:18]=[C:17]([C:19]([N:30]3[CH2:29][CH2:28][C:27]4[C:32](=[CH:33][CH:34]=[C:35]([O:36][CH3:37])[C:26]=4[O:25][CH3:24])[CH2:31]3)=[O:21])[C:16]3[C:11](=[CH:12][CH:13]=[CH:14][CH:15]=3)[N:10]=2)=[CH:5][CH:4]=1 |f:1.2|. Procedure: Reaction of 2-(4-(dimethylamino)phenyl)quinazoline-4-carboxylic acid with 5,6-dimethoxy-1,2,3,4-tetrahydroisoquinoline hydrochloride gave compound 34 (11% yield) as a brown solid, 1H NMR (300 MHz, DMSO-d6) δ 2.73 and 2.97 (2t, 2H), 3.03 (s, 6H), 3.47 and 4.02 (2t, 2H), 3.69-3.81 (4s, 6H), 4.40 and 4.92 (2s, 2H), 6.63 and 7.01 (2d, 1H), 6.80 and 7.07 (2d, 1H), 6.83-6.86 (m, 2H), 7.55-7.65 (m, 1H), 7.77-7.88 (2d, 1H), 7.96-8.02 (m, 2H), 8.32-8.38 (m, 2H); MS (ESI) m/z 469 ([M+H]+). The reactants are CCCCCC(CO)CCC, CC(C)(C)[O-], [Cl-], CCCCCC(CCC)COCC(O)CCl, ClCC1CO1, [K+], C1CCOC1. Yields the product CCCCCC(CCC)COCC1CO1. As a reaction SMILES: [CH2:6]([CH:7]([CH2:8][CH2:9][CH2:10][CH2:11][CH3:12])[CH2:13][OH:14])[CH2:15][CH3:16].[CH3:34][C:35]([CH3:36])([O-:37])[CH3:38].[Cl-:17].[Cl:18][CH2:19][CH:20]([CH2:21][O:22][CH2:23][CH:24]([CH2:25][CH2:26][CH2:27][CH2:28][CH3:29])[CH2:30][CH2:31][CH3:32])[OH:33].[Cl:1][CH2:2][CH:3]1[O:4][CH2:5]1.[K+:39].[O:40]1[CH2:41][CH2:42][CH2:43][CH2:44]1>>[CH2:19]1[CH:20]([CH2:21][O:22][CH2:23][CH:24]([CH2:25][CH2:26][CH2:27][CH2:28][CH3:29])[CH2:30][CH2:31][CH3:32])[O:33]1. Reactants: N1(CCCCCC1)C(=O)N[C@H](C(=O)O)CC(C)C ((S)-2-[(Azepane-1-carbonyl)-amino]-4-methyl-pentanoic acid), C(C)(C)(C)OC([C@H](CC1=CC=C(C=C1)OC)N)=O (2(S)-amino-3-(4-methoxy-phenyl)-propionic acid tert-butyl ester). The product is C(C)(C)(C)OC(C(CC1=CC=C(C=C1)OC)NC(C(CC(C)C)NC(=O)N1CCCCCC1)=O)=O (2-{2-[(Azepane-1-carbonyl)-amino]-4-methyl-pentanoylamino}-3-(4-methoxy-phenyl)-propionic acid tert-butyl ester). Yield: 86.4%. Reaction SMILES: [N:1]1([C:8]([NH:10][C@@H:11]([CH2:15][CH:16]([CH3:18])[CH3:17])[C:12]([OH:14])=O)=[O:9])[CH2:7][CH2:6][CH2:5][CH2:4][CH2:3][CH2:2]1.[C:19]([O:23][C:24](=[O:36])[C@@H:25]([NH2:35])[CH2:26][C:27]1[CH:32]=[CH:31][C:30]([O:33][CH3:34])=[CH:29][CH:28]=1)([CH3:22])([CH3:21])[CH3:20]>>[C:19]([O:23][C:24](=[O:36])[CH:25]([NH:35][C:12](=[O:14])[CH:11]([NH:10][C:8]([N:1]1[CH2:2][CH2:3][CH2:4][CH2:5][CH2:6][CH2:7]1)=[O:9])[CH2:15][CH:16]([CH3:18])[CH3:17])[CH2:26][C:27]1[CH:28]=[CH:29][C:30]([O:33][CH3:34])=[CH:31][CH:32]=1)([CH3:20])([CH3:22])[CH3:21]. Procedure details: A solution of the product from Example Z (2(S)-[(azepane-1-carbonyl)-amino]-4-methyl-pentanoic acid) (0.20 g, 0.78 mmol) and 2(S)-amino-3-(4-methoxy-phenyl)-propionic acid tert-butyl ester (Bachem, 0.216 g, 0.86 mmol) were coupled according to the procedure described in Example 3. The residue was purified by crystallization from hexane to give the title compound as a white solid (0.33 g, 87%), mp 105-106° C.